From a dataset of the Open Reaction Database (ORD), a public repository of structured organic reaction records. describe an organic reaction: reactants, conditions, products, and yield Reactants: NC1=NC(=NC(=C1)C)SC (4-amino-6-methyl-2-methylthiopyrimidine), aqueous solution, ClCC=O (chloroacetaldehyde), C([O-])(O)=O.[Na+] (sodium bicarbonate), C (charcoal). Solvent: C(C)OCC (diethyl ether). Run at temperature 80 celsius. Yields the product CC1=CC=2N(C(=N1)SC)C=CN2 (7-methyl-5-methylthioimidazo[1,2-c]pyrimidine). RXN SMILES: [NH2:1][C:2]1[CH:7]=[C:6]([CH3:8])[N:5]=[C:4]([S:9][CH3:10])[N:3]=1.Cl[CH2:12][CH:13]=O.C(=O)(O)[O-].[Na+].C>C(OCC)C>[CH3:8][C:6]1[N:5]=[C:4]([S:9][CH3:10])[N:3]2[CH:12]=[CH:13][N:1]=[C:2]2[CH:7]=1 |f:2.3|. Reported procedure: A mixture of 5 g (32 mmole) of 4-amino-6-methyl-2-methylthiopyrimidine and 10 g (64 mmole) of a 50% aqueous solution of chloroacetaldehyde was heated at 80° C. for one hour. The mixture was cooled with an ice bath and immediately neutralized with sodium bicarbonate. The mixture was extracted with chloroform and the extracts were dried over magnesium sulfate and evaporated to provide an oil. The oil was extracted with hot ethyl acetate, and the extracts were filtered and then evaporated. The resi...